This data is from the Open Reaction Database (ORD), a public repository of structured organic reaction records. The task is: describe an organic reaction: reactants, conditions, products, and yield Starting materials: ClC1=C(C(=O)NC=2C=CC=C3C(=NC=NC23)OC(C2=C(C=CC=C2Cl)Cl)=O)C(=CC=C1)Cl (8-(2,6-dichlorobenzoylamino)-4-(2,6-dichlorobenzoyloxy)quinazoline), N1C=NC=C1 (imidazole), O (water). Run in CN1C(N(CC1)C)=O (1,3-dimethyl-2-imidazolidinone). Reaction conditions: time 1 hour. Product: ClC1=C(C(=O)NC=2C=CC=C3C(N=CNC23)=O)C(=CC=C1)Cl (8-(2,6-dichlorobenzoylamino)-1,4-dihydro-4-oxoquinazoline). The yield is 87.3%. RXN SMILES: [Cl:1][C:2]1[CH:31]=[CH:30][CH:29]=[C:28]([Cl:32])[C:3]=1[C:4]([NH:6][C:7]1[CH:8]=[CH:9][CH:10]=[C:11]2[C:16]=1[N:15]=[CH:14][N:13]=[C:12]2[O:17]C(=O)C1C(Cl)=CC=CC=1Cl)=[O:5].N1C=CN=C1.O>CN1CCN(C)C1=O>[Cl:1][C:2]1[CH:31]=[CH:30][CH:29]=[C:28]([Cl:32])[C:3]=1[C:4]([NH:6][C:7]1[CH:8]=[CH:9][CH:10]=[C:11]2[C:16]=1[NH:15][CH:14]=[N:13][C:12]2=[O:17])=[O:5]. Procedure details: A mixture of 8-(2,6-dichlorobenzoylamino)-4-(2,6-dichlorobenzoyloxy)quinazoline (40 mg) and imidazole (53.7 mg) in 1,3-dimethyl-2-imidazolidinone (0.6 ml) was stirred for 1 hour at ambient temperature. Cold water was added to the mixture, and the resulting precipitates were collected by filtration to give 8-(2,6-dichlorobenzoylamino)-1,4-dihydro-4-oxoquinazoline (23 mg). Reactants: FC(S(=O)(=O)OC=1C=C2C=CC=C(C2=CC1)C(=O)OC)(F)F (methyl 6-{[(trifluoromethyl)sulfonyl]oxy}-1-naphthoate), tetrakis(triphenylphospine)palladium (0), C([O-])([O-])=O.[Na+].[Na+] (sodium carbonate), OC1=CC=C(C=C1)B(O)O (4-hydroxyphenyl boronic acid). The solvent is COCCOC (ethylene glycol dimethyl ether), C(C)(=O)OCC (ethyl acetate), O (water). The product is OC1=CC=C(C=C1)C=1C=C2C=CC=C(C2=CC1)C(=O)OC (Methyl 6-(4-hydroxyphenyl)-1-naphthoate). The yield is 88.3%. As a reaction SMILES: FC(F)(F)S(O[C:7]1[CH:8]=[C:9]2[C:14](=[CH:15][CH:16]=1)[C:13]([C:17]([O:19][CH3:20])=[O:18])=[CH:12][CH:11]=[CH:10]2)(=O)=O.C(=O)([O-])[O-].[Na+].[Na+].[OH:29][C:30]1[CH:35]=[CH:34][C:33](B(O)O)=[CH:32][CH:31]=1>COCCOC.C(OCC)(=O)C.O>[OH:29][C:30]1[CH:35]=[CH:34][C:33]([C:7]2[CH:8]=[C:9]3[C:14](=[CH:15][CH:16]=2)[C:13]([C:17]([O:19][CH3:20])=[O:18])=[CH:12][CH:11]=[CH:10]3)=[CH:32][CH:31]=1 |f:1.2.3|. Procedure: A solution of methyl 6-{[(trifluoromethyl)sulfonyl]oxy}-1-naphthoate (271 g, 0.81 mol) (from multiple batches), tetrakis(triphenylphospine)palladium (0) (37.4 g, 0.032 mol), 2 M sodium carbonate solution (1.3 L) and 4-hydroxyphenyl boronic acid (134 g, 0.97 mol) in ethylene glycol dimethyl ether (1.5 L) was heated at 80° C. for 1.5 h. The reaction mixture was cooled to room temperature and diluted with ethyl acetate (2 L) and water (2 L). The ethyl acetate layer was dried over anhydrous sodium s...